Dataset: the Open Reaction Database (ORD), a public repository of structured organic reaction records. Task: describe an organic reaction: reactants, conditions, products, and yield Reactants: COc1ccc(CNC(=O)c2cc(C#N)ccc2NC(C)CBr)cc1OC, CS(C)=O, CCOC(C)=O, N#C[Na]. Yields the product COc1ccc(CNC(=O)c2cc(C#N)ccc2NC(C)CC#N)cc1OC. RXN SMILES: [Br:1][CH2:2][CH:3]([CH3:4])[NH:5][c:6]1[c:7]([C:8](=[O:9])[NH:10][CH2:11][c:12]2[cH:13][c:14]([O:20][CH3:21])[c:15]([O:18][CH3:19])[cH:16][cH:17]2)[cH:22][c:23]([C:26]#[N:27])[cH:24][cH:25]1.[CH3:31][S:32]([CH3:33])=[O:34].[CH3:35][CH2:36][O:37][C:38](=[O:39])[CH3:40].[Na:28][C:29]#[N:30]>>[CH2:2]([CH:3]([CH3:4])[NH:5][c:6]1[c:7]([C:8](=[O:9])[NH:10][CH2:11][c:12]2[cH:13][c:14]([O:20][CH3:21])[c:15]([O:18][CH3:19])[cH:16][cH:17]2)[cH:22][c:23]([C:26]#[N:27])[cH:24][cH:25]1)[C:29]#[N:30].